From a dataset of the Open Reaction Database (ORD), a public repository of structured organic reaction records. describe an organic reaction: reactants, conditions, products, and yield Procedure: 3.94 g 6-[[[(1,1-Dimethylethoxy)carbonyl]amino]methyl]-4,5-bis(phenylmethoxy)-2-pyridinecarboxylic acid and 1.3 g palladium/carbon (10%) were suspended in 70 ml methanol. Hydrogenation at normal pressure completed the reaction after one hour. The catalyst was then filtered off and washed with dimethylformamide. The combined filtrates were evaporated and the residue stirred with ether. 2 g of title compound were obtained as a white powder. M.P.=>300° C. Isolated yield 82.9%. As a reaction SMILES: [CH3:1][C:2]([CH3:34])([O:4][C:5]([NH:7][CH2:8][C:9]1[N:14]=[C:13]([C:15]([OH:17])=[O:16])[CH:12]=[C:11]([O:18]CC2C=CC=CC=2)[C:10]=1[O:26]CC1C=CC=CC=1)=[O:6])[CH3:3]>CO.[Pd]>[CH3:3][C:2]([CH3:34])([O:4][C:5]([NH:7][CH2:8][C:9]1[NH:14][C:13]([C:15]([OH:17])=[O:16])=[CH:12][C:11](=[O:18])[C:10]=1[OH:26])=[O:6])[CH3:1]. The reactants are CC(C)(OC(=O)NCC1=C(C(=CC(=N1)C(=O)O)OCC1=CC=CC=C1)OCC1=CC=CC=C1)C (6-[[[(1,1-Dimethylethoxy)carbonyl]amino]methyl]-4,5-bis(phenylmethoxy)-2-pyridinecarboxylic acid). Yields the product CC(C)(OC(=O)NCC1=C(C(C=C(N1)C(=O)O)=O)O)C (6-[[[(1-,1-Dimethylethoxy)carbonyl]amino]-methyl]-1,4-dihydro-5-hydroxy-4-oxo-2-pyridinecarboxylic acid). Solvent: CO (methanol). Reagents/catalysts: [Pd] (palladium/carbon). Reported procedure: First 1.57 g (10 mmol) of piperidine-3-carboxylic acid ethyl ester and then 2.07 g (16 mmol) of N-ethyl-N,N-diisopropylamine are added to a solution of 2.66 g (8 mmol) of 2-[2-(p-toluenesulphonyloxy)ethyl]chroman in 35 ml of absolute dimethylformamide. The mixture is stirred for 16 hours at 60° and, after cooling, is concentrated by evaporation under a high vacuum. Water is added to the oily residue and extraction is carried out with diethyl ether. The combined organic phases are washed with wat... Run in CN(C=O)C (dimethylformamide). Yields the product C(C)OC(=O)C1CN(CCC1)CCC1OC2=CC=CC=C2CC1 (1-[2-(chroman- 2-yl)ethyl]-piperidine-3-carboxylic acid ethyl ester). The reactants are C(C)OC(=O)C1CNCCC1 (piperidine-3-carboxylic acid ethyl ester), C(C)N(C(C)C)C(C)C (N-ethyl-N,N-diisopropylamine), C1(=CC=C(C=C1)S(=O)(=O)OCCC1OC2=CC=CC=C2CC1)C (2-[2-(p-toluenesulphonyloxy)ethyl]chroman). Run at time 16 hour. Reaction SMILES: [CH2:1]([O:3][C:4]([CH:6]1[CH2:11][CH2:10][CH2:9][NH:8][CH2:7]1)=[O:5])[CH3:2].C(N(C(C)C)C(C)C)C.C1(C)C=CC(S(O[CH2:31][CH2:32][CH:33]2[CH2:42][CH2:41][C:40]3[C:35](=[CH:36][CH:37]=[CH:38][CH:39]=3)[O:34]2)(=O)=O)=CC=1>CN(C)C=O>[CH2:1]([O:3][C:4]([CH:6]1[CH2:11][CH2:10][CH2:9][N:8]([CH2:31][CH2:32][CH:33]2[CH2:42][CH2:41][C:40]3[C:35](=[CH:36][CH:37]=[CH:38][CH:39]=3)[O:34]2)[CH2:7]1)=[O:5])[CH3:2]. The yield is 71.7%. Starting materials: COC=1C=C2C(=CC=NC2=CC1OC)OC1=CC(=C(N)C=C1)C (4-[(6,7-Dimethoxy-4-quinolyl)oxy]-2-methylaniline), C1(=CC=CC=C1)C (toluene), ClC1=CC=C(C=C1)C(=O)N=C=S (4-chloro-1-benzenecarbonyl isothiocyanate). Run in C(C)O (ethanol), C(C)O (ethanol). Reaction conditions: time 2 hour. The product is ClC1=CC=C(C(=O)NC(=S)NC2=C(C=C(C=C2)OC2=CC=NC3=CC(=C(C=C23)OC)OC)C)C=C1 (N-(4-Chlorobenzoyl)-N′-{4-[(6,7-dimethoxy-4-quinolyl)oxy]-2-methylphenyl}thiourea). Yield: 56.0%. As a reaction SMILES: [Cl:1][C:2]1[CH:7]=[CH:6][C:5]([C:8]([N:10]=[C:11]=[S:12])=[O:9])=[CH:4][CH:3]=1.[CH3:13][O:14][C:15]1[CH:16]=[C:17]2[C:22](=[CH:23][C:24]=1[O:25][CH3:26])[N:21]=[CH:20][CH:19]=[C:18]2[O:27][C:28]1[CH:34]=[CH:33][C:31]([NH2:32])=[C:30]([CH3:35])[CH:29]=1.C1(C)C=CC=CC=1>C(O)C>[Cl:1][C:2]1[CH:3]=[CH:4][C:5]([C:8]([NH:10][C:11]([NH:32][C:31]2[CH:33]=[CH:34][C:28]([O:27][C:18]3[C:17]4[C:22](=[CH:23][C:24]([O:25][CH3:26])=[C:15]([O:14][CH3:13])[CH:16]=4)[N:21]=[CH:20][CH:19]=3)=[CH:29][C:30]=2[CH3:35])=[S:12])=[O:9])=[CH:6][CH:7]=1. Procedure: Commercially available 4-chloro-1-benzenecarbonyl isothiocyanate (50 μl) was dissolved in ethanol (1 ml) to prepare a solution. 4-[(6,7-Dimethoxy-4-quinolyl)oxy]-2-methylaniline (50 mg), toluene (5 ml), and ethanol (1 ml) were added to the solution, and the mixture was stirred at room temperature for 2 hr. The reaction solution was concentrated, and the residue was purified by chromatography on silica gel using chloroform/acetone for development to give the title compound (46 mg, yield 56%). The reactants are ClC1=CC=C(C=C1)O (4-chlorophenol), C(C)(=O)O (acetic acid), [OH-].[K+] (Potassium hydroxide), C=O (Formalin). The solvent is O (H2O), CC(=O)C (acetone). Conditions: temperature 35 celsius. Yields the product ClC1=CC(=C(C(=C1)CO)O)CO (4-chloro-2,6-bis(hydroxymethyl)phenol). RXN SMILES: [OH-:1].[K+].[Cl:3][C:4]1[CH:9]=[CH:8][C:7]([OH:10])=[CH:6][CH:5]=1.[CH2:11]=O.[C:13]([OH:16])(=O)C>O.CC(C)=O>[Cl:3][C:4]1[CH:9]=[C:8]([CH2:11][OH:1])[C:7]([OH:10])=[C:6]([CH2:13][OH:16])[CH:5]=1 |f:0.1|. Reported procedure: Potassium hydroxide (84.82 g, 1.30 mole) was dissolved in H2O (200 mL) in a two liter 3-neck round bottom flask fitted with thermocouple, mechanical stirrer, and stopper. With stirring, 4-chlorophenol (128.56 g, 1.0 mole) was added with cooling (ice bath) resulting in the temperature rising to 26° C. Formalin (230 mL of 37% aqueous solution, 2.83 mole) was added portion-wise maintaining the temperature below 25° C. The reaction was warmed to 35° C. for 48 hours. To this solution was added aqueou... Reactants: COC(COC1=C2C(C(=C(NC2=C(C=C1)Cl)C)CC1=C(C=C(C=C1)S(=O)(=O)C)Cl)=O)=O ([8-chloro-3-(2-chloro-4-methanesulfonylbenzyl)-2-methyl-4-oxo-1,4-dihydroquinolin-5-yloxy]acetic acid methyl ester), CN(C=O)C (N,N-dimethylformamide), C([O-])([O-])=O.[K+].[K+] (potassium carbonate), ClC(F)(F)OC(C)=O (acetic acid chlorodifluoromethyl ester). Solvent: O (water). Run at temperature 70 celsius, time 16 hour. Product: COC(COC1=C2C(=C(C(=NC2=C(C=C1)Cl)C)CC1=C(C=C(C=C1)S(=O)(=O)C)Cl)OC(F)F)=O ([8-chloro-3-(2-chloro-4-methanesulfonylbenzyl)-4-difluoromethoxy-2-methylquinolin-5-yloxy]acetic Acid Methyl Ester). RXN SMILES: [CH3:1][O:2][C:3](=[O:31])[CH2:4][O:5][C:6]1[CH:15]=[CH:14][C:13]([Cl:16])=[C:12]2[C:7]=1[C:8](=[O:30])[C:9]([CH2:18][C:19]1[CH:24]=[CH:23][C:22]([S:25]([CH3:28])(=[O:27])=[O:26])=[CH:21][C:20]=1[Cl:29])=[C:10]([CH3:17])[NH:11]2.CN(C)C=O.C(=O)([O-])[O-].[K+].[K+].Cl[C:44](OC(=O)C)([F:46])[F:45]>O>[CH3:1][O:2][C:3](=[O:31])[CH2:4][O:5][C:6]1[CH:15]=[CH:14][C:13]([Cl:16])=[C:12]2[C:7]=1[C:8]([O:30][CH:44]([F:46])[F:45])=[C:9]([CH2:18][C:19]1[CH:24]=[CH:23][C:22]([S:25]([CH3:28])(=[O:26])=[O:27])=[CH:21][C:20]=1[Cl:29])[C:10]([CH3:17])=[N:11]2 |f:2.3.4|. Procedure details: A mixture of [8-chloro-3-(2-chloro-4-methanesulfonylbenzyl)-2-methyl-4-oxo-1,4-dihydroquinolin-5-yloxy]acetic acid methyl ester (0.34 g), N,N-dimethylformamide (15 mL), potassium carbonate (0.58 g) and acetic acid chlorodifluoromethyl ester (0.4 mL) was stirred at 70° C. for 16 hours. The mixture was diluted with water, extracted with ethyl acetate and the combined extracts were dried over sodium sulfate and then the solvent removed under reduced pressure. Purification of the residue by column c... Reactants: COC1=CC=C(CN2N=C(C=3C2=NC=CC3OC3=C(C=C(C=C3)NC(=O)C3=CC=NN(C3=O)C3=CC=C(C=C3)F)F)N3CCN(CC3)C(=O)OC(C)(C)C)C=C1 (tert-butyl 4-(1-(4-methoxybenzyl)-4-(2-fluoro-4-(1-(4-fluorophenyl)-6-oxo-1,6-dihydropyridazine-5-carboxamido)phenoxy)-1H-pyrazolo[3,4-b]pyridin-3-yl)piperazine-1-carboxylate), C(=O)(C(F)(F)F)O (CF3COOH). Run at temperature 60 celsius, time 8 hour. Yields the product FC=1C=C(C=CC1OC1=C2C(=NC=C1)NN=C2N2CCNCC2)NC(=O)C=2C(N(N=CC2)C2=CC=C(C=C2)F)=O (N-(3-fluoro-4-(3-(piperazin-1-yl)-1H-pyrazolo[3,4-b]pyridin-4-yloxy)phenyl)-2-(4-fluorophenyl)-3-oxo-2,3-dihydropyridazine-4-carboxamide). Isolated yield 87.3%. RXN SMILES: COC1C=CC(C[N:8]2[C:12]3=[N:13][CH:14]=[CH:15][C:16]([O:17][C:18]4[CH:23]=[CH:22][C:21]([NH:24][C:25]([C:27]5[C:32](=[O:33])[N:31]([C:34]6[CH:39]=[CH:38][C:37]([F:40])=[CH:36][CH:35]=6)[N:30]=[CH:29][CH:28]=5)=[O:26])=[CH:20][C:19]=4[F:41])=[C:11]3[C:10]([N:42]3[CH2:47][CH2:46][N:45](C(OC(C)(C)C)=O)[CH2:44][CH2:43]3)=[N:9]2)=CC=1.C(O)(C(F)(F)F)=O>>[F:41][C:19]1[CH:20]=[C:21]([NH:24][C:25]([C:27]2[C:32](=[O:33])[N:31]([C:34]3[CH:35]=[CH:36][C:37]([F:40])=[CH:38][CH:39]=3)[N:30]=[CH:29][CH:28]=2)=[O:26])[CH:22]=[CH:23][C:18]=1[O:17][C:16]1[CH:15]=[CH:14][N:13]=[C:12]2[NH:8][N:9]=[C:10]([N:42]3[CH2:43][CH2:44][NH:45][CH2:46][CH2:47]3)[C:11]=12. Procedure: A 50 mL round-bottomed flask was charged with tert-butyl 4-(1-(4-methoxybenzyl)-4-(2-fluoro-4-(1-(4-fluorophenyl)-6-oxo-1,6-dihydropyridazine-5-carboxamido)phenoxy)-1H-pyrazolo[3,4-b]pyridin-3-yl)piperazine-1-carboxylate (56.8 mg, 0.0743 mmol) and CF3COOH (5 mL). The reaction mixture was stirred at 60° C. overnight. The solvent was removed and the residue was purified by silica gel chromatography (DCM/7 M NH3 in MeOH from 50/1 to 10/1, v/v) to afford product (35.3 mg, 87.3%). LRMS (APCI pos): >9... Starting materials: CC(=O)NC(Cc1ccccc1)C(=O)O, ClCCl, CCCCCNC(=O)C(N)Cc1cccc(CN2CC(=O)N(Cc3ccc(OC)cc3)S2(=O)=O)c1, On1nnc2ccccc21. The product is CCCCCNC(=O)C(Cc1cccc(CN2CC(=O)N(Cc3ccc(OC)cc3)S2(=O)=O)c1)NC(=O)C(Cc1ccccc1)NC(C)=O. As a reaction SMILES: [C:11]([CH3:12])(=[O:13])[NH:14][CH:15]([C:16](=[O:17])[OH:18])[CH2:19][c:20]1[cH:21][cH:22][cH:23][cH:24][cH:25]1.[Cl:61][CH2:62][Cl:63].[NH2:26][CH:27]([C:28](=[O:29])[NH:30][CH2:31][CH2:32][CH2:33][CH2:34][CH3:35])[CH2:36][c:37]1[cH:38][c:39]([CH2:43][N:44]2[S:45](=[O:59])(=[O:60])[N:46]([CH2:50][c:51]3[cH:52][cH:53][c:54]([O:57][CH3:58])[cH:55][cH:56]3)[C:47](=[O:49])[CH2:48]2)[cH:40][cH:41][cH:42]1.[OH:1][n:2]1[c:3]2[c:4]([cH:5][cH:6][cH:7][cH:8]2)[n:9][n:10]1>>[C:11]([CH3:12])(=[O:13])[NH:14][CH:15]([C:16](=[O:17])[NH:26][CH:27]([C:28](=[O:29])[NH:30][CH2:31][CH2:32][CH2:33][CH2:34][CH3:35])[CH2:36][c:37]1[cH:38][c:39]([CH2:43][N:44]2[S:45](=[O:59])(=[O:60])[N:46]([CH2:50][c:51]3[cH:52][cH:53][c:54]([O:57][CH3:58])[cH:55][cH:56]3)[C:47](=[O:49])[CH2:48]2)[cH:40][cH:41][cH:42]1)[CH2:19][c:20]1[cH:21][cH:22][cH:23][cH:24][cH:25]1.